This data is from the Open Reaction Database (ORD), a public repository of structured organic reaction records. The task is: describe an organic reaction: reactants, conditions, products, and yield Reactants: N1CCCNC2=C1C=CC=C2 (2,3,4,5-tetrahydro-1H-1,5-benzodiazepine), N1=CC(=CC=C1)C=O (pyridine-3-carboxaldehyde), [BH4-].[Na+] (Sodium borohydride). Solvent: C(C)(=O)O.CO (acetic acid methanol). Yields the product N1=CC(=CC=C1)CN1CCCNC2=C1C=CC=C2 (1-(3-Pyridyl)methyl-2,3,4,5-tetrahydro-1H-1,5-benzodiazepine). RXN SMILES: [NH:1]1[C:7]2[CH:8]=[CH:9][CH:10]=[CH:11][C:6]=2[NH:5][CH2:4][CH2:3][CH2:2]1.[N:12]1[CH:17]=[CH:16][CH:15]=[C:14]([CH:18]=O)[CH:13]=1.[BH4-].[Na+]>C(O)(=O)C.CO>[N:12]1[CH:17]=[CH:16][CH:15]=[C:14]([CH2:18][N:1]2[C:7]3[CH:8]=[CH:9][CH:10]=[CH:11][C:6]=3[NH:5][CH2:4][CH2:3][CH2:2]2)[CH:13]=1 |f:2.3,4.5|. Procedure details: To solution of 2,3,4,5-tetrahydro-1H-1,5-benzodiazepine from Example 15A (0.50 g, 3.38 mmol) in 1% acetic acid/methanol (25 ml), at room temperature, was added pyridine-3-carboxaldehyde (0.35 ml, 03.72 mmol). The mixture was stirred at reflux for 18 h and then allowed to cool to room temperature. Sodium borohydride (0.050 g, 0.80 mmol) was added. The mixture was stirred for 2 h and then evaporated in vacuo. The residue was partitioned between EtOAc and saturated sodium bicarbonate solution. The ...